From a dataset of the Open Reaction Database (ORD), a public repository of structured organic reaction records. describe an organic reaction: reactants, conditions, products, and yield Reactants: C(C)(=O)OC=1C=C(C=CC1OC(C)=O)C(C(=O)OCC)C (Ethyl 3,4-diacetoxyphenylpropionate), C(CCCCCCCCCCCCCCCCC)N (stearylamine). Product: C(CCCCCCCCCCCCCCCCC)NC(C(C)C1=CC(=C(C=C1)O)O)=O (N-Stearyl-3,4-dihydroxyphenylpropionamide). Reaction SMILES: C([O:4][C:5]1[CH:6]=[C:7]([CH:15]([CH3:21])[C:16]([O:18]CC)=O)[CH:8]=[CH:9][C:10]=1[O:11]C(=O)C)(=O)C.[CH2:22]([NH2:40])[CH2:23][CH2:24][CH2:25][CH2:26][CH2:27][CH2:28][CH2:29][CH2:30][CH2:31][CH2:32][CH2:33][CH2:34][CH2:35][CH2:36][CH2:37][CH2:38][CH3:39]>>[CH2:22]([NH:40][C:16](=[O:18])[CH:15]([C:7]1[CH:8]=[CH:9][C:10]([OH:11])=[C:5]([OH:4])[CH:6]=1)[CH3:21])[CH2:23][CH2:24][CH2:25][CH2:26][CH2:27][CH2:28][CH2:29][CH2:30][CH2:31][CH2:32][CH2:33][CH2:34][CH2:35][CH2:36][CH2:37][CH2:38][CH3:39]. Procedure: Ethyl 3,4-diacetoxyphenylpropionate and stearylamine were used to obtain N-Stearyl-3,4-dihydroxyphenylpropionamide by carrying out the same procedures as described in Example 1. Reactants: C1CCOC1, COC(=O)c1ccc(C(C)C)cc1OCC1CCCN(C(=O)OC(C)(C)C)C1, [Li+], [OH-], O, O. Product: CC(C)c1ccc(C(=O)O)c(OCC2CCCN(C(=O)OC(C)(C)C)C2)c1. Reaction SMILES: [CH2:32]1[O:33][CH2:34][CH2:35][CH2:36]1.[CH:1]([CH3:2])([CH3:3])[c:4]1[cH:5][c:6]([O:14][CH2:15][CH:16]2[CH2:17][N:18]([C:22](=[O:23])[O:24][C:25]([CH3:26])([CH3:27])[CH3:28])[CH2:19][CH2:20][CH2:21]2)[c:7]([C:8](=[O:9])[O:10][CH3:11])[cH:12][cH:13]1.[Li+:30].[OH-:29].[OH2:31].[OH2:37]>>[CH:1]([CH3:2])([CH3:3])[c:4]1[cH:5][c:6]([O:14][CH2:15][CH:16]2[CH2:17][N:18]([C:22](=[O:23])[O:24][C:25]([CH3:26])([CH3:27])[CH3:28])[CH2:19][CH2:20][CH2:21]2)[c:7]([C:8](=[O:9])[OH:10])[cH:12][cH:13]1. Starting materials: COc1ccc(Nc2ncccc2CO)cn1, ClC(Cl)Cl. Product: COc1ccc(Nc2ncccc2C=O)cn1. As a reaction SMILES: [CH3:1][O:2][c:3]1[cH:4][cH:5][c:6]([NH:9][c:10]2[n:11][cH:12][cH:13][cH:14][c:15]2[CH2:16][OH:17])[cH:7][n:8]1.[CH:18]([Cl:19])([Cl:20])[Cl:21]>>[CH3:1][O:2][c:3]1[cH:4][cH:5][c:6]([NH:9][c:10]2[n:11][cH:12][cH:13][cH:14][c:15]2[CH:16]=[O:17])[cH:7][n:8]1. Reactants: O=C(c1ncc[nH]1)c1ncc[nH]1, CCCCCCCCCCCCCC(=O)O, CN1CCNCC1, C1CCOC1. The product is CCCCCCCCCCCCCC(=O)N1CCN(C)CC1. RXN SMILES: [C:17]([c:18]1[nH:19][cH:20][cH:21][n:22]1)([c:23]1[nH:24][cH:25][cH:26][n:27]1)=[O:28].[CH3:1][CH2:2][CH2:3][CH2:4][CH2:5][CH2:6][CH2:7][CH2:8][CH2:9][CH2:10][CH2:11][CH2:12][CH2:13][C:14]([OH:15])=[O:16].[CH3:29][N:30]1[CH2:31][CH2:32][NH:33][CH2:34][CH2:35]1.[O:36]1[CH2:37][CH2:38][CH2:39][CH2:40]1>>[CH3:1][CH2:2][CH2:3][CH2:4][CH2:5][CH2:6][CH2:7][CH2:8][CH2:9][CH2:10][CH2:11][CH2:12][CH2:13][C:14](=[O:16])[N:33]1[CH2:32][CH2:31][N:30]([CH3:29])[CH2:35][CH2:34]1. The reactants are Cl.N1=CC=CC=C1 (pyridine hydrochloride), starting material, [OH-].[Na+] (sodium hydroxide), N1=CC=CC=C1 (pyridine), FC1=C(C=CC=C1)C (fluorotoluene). Solvent: O (water). Conditions: temperature 220 celsius. The product is FC1=C(C=C(C=C1)C)O (2-fluoro-5-methylphenol). RXN SMILES: Cl.N1[CH:7]=[CH:6][CH:5]=[CH:4][CH:3]=1.N1[CH:13]=[CH:12]C=CC=1.[F:14]C1C=CC=CC=1C.[OH-:22].[Na+]>O>[F:14][C:3]1[CH:13]=[CH:12][C:6]([CH3:7])=[CH:5][C:4]=1[OH:22] |f:0.1,4.5|. Procedure details: To a 500 ml. flask were added 200 grams of pyridine hydrochloride. The flask was fitted with a magnetic stirrer, a reflux condenser, and a nitrogen bubbler. The pyridine salt was heated to about 180° C. to remove any moisture. The salt then was allowed to cool somewhat, and 34 grams (0.243 mole) of the fluorotoluene compound were added. The mixture was heated to 220° C. and maintained there for about 3 hours. The mixture then was cooled, and a large volume of water was added. The reaction mixtur... Starting materials: N1=CC=CC=C1 (pyridine), ClCC1=CC=C(C(=O)NC=2C(=CC=C(C2)NC2=NC=CC(=N2)C=2C=NC=CC2)C)C=C1 (N-(5-(4-chloromethylbenzoylamino)-4-methylphenyl)-4-(3-pyridyl)-2-pyrimidine-amine), NN1CCN(CC1)C (1-Amino-4-methylpiperazine). The solvent is O1CCCC1 (tetrahydrofuran). Run at time 30 minute. Yields the product CN1CCN(CC1)NCC1=CC=C(C(=O)NC2=C(C=CC(=C2)NC2=NC=CC(=N2)C=2C=NC=CC2)C)C=C1 (4-(4-methylpiperazin-1-ylaminomethyl)-N-[2-methyl-5-(4-(pyridin-3-yl)pyrimidin-2-yl)aminophenyl]benzamide). Yield: 95.8%. RXN SMILES: Cl[CH2:2][C:3]1[CH:31]=[CH:30][C:6]([C:7]([NH:9][C:10]2[C:11]([CH3:29])=[CH:12][CH:13]=[C:14]([NH:16][C:17]3[N:22]=[C:21]([C:23]4[CH:24]=[N:25][CH:26]=[CH:27][CH:28]=4)[CH:20]=[CH:19][N:18]=3)[CH:15]=2)=[O:8])=[CH:5][CH:4]=1.N1C=CC=CC=1.[NH2:38][N:39]1[CH2:44][CH2:43][N:42]([CH3:45])[CH2:41][CH2:40]1>O1CCCC1>[CH3:45][N:42]1[CH2:43][CH2:44][N:39]([NH:38][CH2:2][C:3]2[CH:31]=[CH:30][C:6]([C:7]([NH:9][C:10]3[CH:15]=[C:14]([NH:16][C:17]4[N:22]=[C:21]([C:23]5[CH:24]=[N:25][CH:26]=[CH:27][CH:28]=5)[CH:20]=[CH:19][N:18]=4)[CH:13]=[CH:12][C:11]=3[CH3:29])=[O:8])=[CH:5][CH:4]=2)[CH2:40][CH2:41]1. Procedure: N-(5-(4-chloromethylbenzoylamino)-4-methylphenyl)-4-(3-pyridyl)-2-pyrimidine-amine (1.5 g, 3.49 mmol) was dissolved in tetrahydrofuran (30 ml), pyridine (560 μl, 6.98 mmol) was added, and the mixture was stirred for 30 minutes. 1-Amino-4-methylpiperazine (580 μl, 5.23 mmol) was added thereto, and the resulting mixture was refluxed for 12 hours and then filtered. The filtrate was concentrated and crystallized from dimethylether to give 4-(4-methylpiperazin-1-ylaminomethyl)-N-[2-methyl-5-(4-(pyrid... Reactants: CC(C)(C)OC(=O)N1CCN(c2cccc3c2cc(C(N)=O)n3Cc2ccc(F)cc2)CC1, ClCCl, Cc1cc(C)[n+](F)c(C)c1, O=S(=O)([O-])C(F)(F)F. Product: CC(C)(C)OC(=O)N1CCN(c2cccc3c2c(F)c(C(N)=O)n3Cc2ccc(F)cc2)CC1. Reaction SMILES: [C:1]([CH3:2])([CH3:3])([CH3:4])[O:5][C:6](=[O:7])[N:8]1[CH2:9][CH2:10][N:11]([c:14]2[c:15]3[cH:16][c:17]([C:31]([NH2:32])=[O:33])[n:18]([CH2:23][c:24]4[cH:25][cH:26][c:27]([F:30])[cH:28][cH:29]4)[c:19]3[cH:20][cH:21][cH:22]2)[CH2:12][CH2:13]1.[Cl:52][CH2:53][Cl:54].[F:42][n+:43]1[c:44]([CH3:45])[cH:46][c:47]([CH3:48])[cH:49][c:50]1[CH3:51].[S:34]([O-:35])([C:36]([F:37])([F:38])[F:39])(=[O:40])=[O:41]>>[C:1]([CH3:2])([CH3:3])([CH3:4])[O:5][C:6](=[O:7])[N:8]1[CH2:9][CH2:10][N:11]([c:14]2[c:15]3[c:16]([F:38])[c:17]([C:31]([NH2:32])=[O:33])[n:18]([CH2:23][c:24]4[cH:25][cH:26][c:27]([F:30])[cH:28][cH:29]4)[c:19]3[cH:20][cH:21][cH:22]2)[CH2:12][CH2:13]1. The solvent is O (water). The yield is 66.0%. Reaction SMILES: [CH2:1]([N:8]1[C:14](=[O:15])[C:13]2[CH:16]=[CH:17][C:18](F)=[N:19][C:12]=2[O:11][CH2:10][CH2:9]1)[C:2]1[CH:7]=[CH:6][CH:5]=[CH:4][CH:3]=1.[C:21]1([OH:27])[CH:26]=[CH:25][CH:24]=[CH:23][CH:22]=1.C(=O)([O-])[O-].[K+].[K+].CN(C=O)C>O>[CH2:1]([N:8]1[C:14](=[O:15])[C:13]2[CH:16]=[CH:17][C:18]([O:27][C:21]3[CH:26]=[CH:25][CH:24]=[CH:23][CH:22]=3)=[N:19][C:12]=2[O:11][CH2:10][CH2:9]1)[C:2]1[CH:7]=[CH:6][CH:5]=[CH:4][CH:3]=1 |f:2.3.4|. The reactants are C(C1=CC=CC=C1)N1CCOC2=C(C1=O)C=CC(=N2)F (4-benzyl-8-fluoro-3,4-dihydropyrido[3,2-f][1,4]oxazepin-5(2H)-one), C1(=CC=CC=C1)O (phenol), C([O-])([O-])=O.[K+].[K+] (potassium carbonate), CN(C)C=O (DMF). Product: C(C1=CC=CC=C1)N1CCOC2=C(C1=O)C=CC(=N2)OC2=CC=CC=C2 (4-benzyl-8-phenoxy-3,4-dihydropyrido[3,2-f][1,4]oxazepin-5(2H)-one). Conditions: temperature 100 celsius, time 3 day. Procedure details: A mixture of the compound obtained in step 1 (0.50 g), phenol (0.21 g), potassium carbonate (0.76 g) and DMF (5 mL) was stirred at 100° C. for 3 days. The reaction solution was poured into water, and the resulting product was extracted with ethyl acetate. The organic layer was washed with water and saturated brine and dried, and the solvent was evaporated under reduced pressure. The residue was recrystallized from ethyl acetate-hexane to give 4-benzyl-8-phenoxy-3,4-dihydropyrido[3,2-f][1,4]oxaze...